This data is from the Open Reaction Database (ORD), a public repository of structured organic reaction records. The task is: describe an organic reaction: reactants, conditions, products, and yield Reactants: ClC1=C(C=CC=C1)O (2-chlorophenol), CC(C)([O-])C.[K+] (potassium t-butoxide), [OH-].[Na+] (sodium hydroxide), C(C#CC)(=O)OCC (ethyl 2-butynoate). Run in O1CCCC1 (tetrahydrofuran), O1CCCC1 (tetrahydrofuran), C(C)(C)(C)OC (methyl t-butyl ether). Reaction conditions: temperature 14.5 celsius, time 19.75 hour. Yields the product C(C)OC(\C=C(/C)\OC1=C(C=CC=C1)Cl)=O ((E)-3-(2-chloro-phenoxy)-but-2-enoic acid ethyl ester). Yield: 104.3%. Reaction SMILES: [Cl:1][C:2]1[CH:7]=[CH:6][CH:5]=[CH:4][C:3]=1[OH:8].CC(C)([O-])C.[K+].[C:15]([O:20][CH2:21][CH3:22])(=[O:19])[C:16]#[C:17][CH3:18].[OH-].[Na+]>O1CCCC1.C(OC)(C)(C)C>[CH2:21]([O:20][C:15](=[O:19])/[CH:16]=[C:17](/[O:8][C:3]1[CH:4]=[CH:5][CH:6]=[CH:7][C:2]=1[Cl:1])\[CH3:18])[CH3:22] |f:1.2,4.5|. Procedure: To a solution of 2-chlorophenol (3186 g, 24.78 mol) in tetrahydrofuran (14000 mL) at 12° C. was added a 20% potassium t-butoxide solution in tetrahydrofuran (8150 mL, 13.48 mol) over 45 min maintaining an internal temperature between 12-17° C. The solution was warmed to 22° C. and stirred for 1 h before ethyl 2-butynoate (1400 g, 12.48 mol) was added in one portion. The resulting mixture was warmed to 40° C., and stirred for 19.75 h. The reaction mixture was transferred to an extractor and was d...